Dataset: the Open Reaction Database (ORD), a public repository of structured organic reaction records. Task: describe an organic reaction: reactants, conditions, products, and yield Reactants: FC1(C(CCCC1)=O)C(=O)OCC (ethyl 1-fluoro-2-oxocyclohexanecarboxylate), COC=1C=CC(=CC1)P2(=S)SP(=S)(S2)C=3C=CC(=CC3)OC (Lawesson's reagent), CCCCCC (hexane). Run in C1(=CC=CC=C1)C (toluene). Reaction conditions: time 5 hour. Product: FC1(C(=CCCC1)S)C(=O)OCC (ethyl 1-fluoro-2-mercapto-2-cyclohexenecarboxylate). The yield is 18.0%. RXN SMILES: [F:1][C:2]1([C:9]([O:11][CH2:12][CH3:13])=[O:10])[CH2:7][CH2:6][CH2:5][CH2:4][C:3]1=O.COC1C=CC(P2(SP(C3C=CC(OC)=CC=3)(=S)S2)=[S:23])=CC=1.CCCCCC>C1(C)C=CC=CC=1>[F:1][C:2]1([C:9]([O:11][CH2:12][CH3:13])=[O:10])[CH2:7][CH2:6][CH2:5][CH:4]=[C:3]1[SH:23]. Procedure: Referring to the process described in Bulletin des Societe Chimiques Belges volume 87, page 223 (1978), 5.4 g (30 mmol) of ethyl 1-fluoro-2-oxocyclohexanecarboxylate was dissolved in 50 ml of toluene, to this was added 6.0 g (15 mmol) of Lawesson's reagent, and reaction was carried out at 100° C. for 5 hours. 100 ml of hexane was added, the precipitate was filtered out and the solvent was distilled away. The filtrate was purified by silica gel column chromatography (developing solvent: hexane / ... Starting materials: CC1=C(OCC(CNC(CN)(C)C)O)C=CC=C1 (1-(2-methylphenoxy)-3-(1,1-dimethyl-2-aminoethylamino)-2-propanol), ClC=1N=NC(=CC1)Cl (3,6-dichloropyridazine). The solvent is C1=CC=CC=C1 (benzene). Conditions: temperature 110 celsius. The product is CC1=C(OCC(CNC(CNC2=CC=C(N=N2)Cl)(C)C)O)C=CC=C1 (1-(2-methylphenoxy)-3-[1,1-dimethyl-2-(3-chloro-6-pyridazinylamino)ethylamino]-2-propanol). Isolated yield 67.8%. RXN SMILES: [CH3:1][C:2]1[CH:18]=[CH:17][CH:16]=[CH:15][C:3]=1[O:4][CH2:5][CH:6]([OH:14])[CH2:7][NH:8][C:9]([CH3:13])([CH3:12])[CH2:10][NH2:11].[Cl:19][C:20]1[N:21]=[N:22][C:23](Cl)=[CH:24][CH:25]=1>C1C=CC=CC=1>[CH3:1][C:2]1[CH:18]=[CH:17][CH:16]=[CH:15][C:3]=1[O:4][CH2:5][CH:6]([OH:14])[CH2:7][NH:8][C:9]([CH3:13])([CH3:12])[CH2:10][NH:11][C:23]1[N:22]=[N:21][C:20]([Cl:19])=[CH:25][CH:24]=1. Reported procedure: To 1.58 g of 1-(2-methylphenoxy)-3-(1,1-dimethyl-2-aminoethylamino)-2-propanol heated at 110° C. in an oil bath with stirring was added 934 mg of 3,6-dichloropyridazine little by little. After heating at 110° C. for 1 hour, the reaction mixture was dissolved in benzene, and extracted with 1N hydrochloric acid. The aqueous layer was made alkaline with potassium carbonate, and extracted with chloroform. The chloroform layer was dried over anhydrous magnesium sulfate, and the solvent was evaporated... The reactants are ClCC=1N=C(OC1C)C1=CC=CC=C1 (4-chloromethyl-5-methyl-2-phenyl-oxazole), C([O-])([O-])=O.[Cs+].[Cs+] (cesium carbonate), [I-].[K+] (potassium iodide), COC([C@H](CC1=C(C=C(C=C1)O)C(F)(F)F)OCC)=O ((2S)-2-ethoxy-3-(4-hydroxy-2-trifluoromethyl-phenyl)-propionic acid methyl ester). Yields the product COC([C@H](CC1=C(C=C(C=C1)OCC=1N=C(OC1C)C1=CC=CC=C1)C(F)(F)F)OCC)=O ((S)-2-ethoxy-3-[4-(5-methyl-2-phenyl-oxazol-4-ylmethoxy)-2-trifluoromethyl-phenyl]-propionic acid methyl ester). Procedure: In analogy to the procedure described in example 1 f], (2S)-2-ethoxy-3-(4-hydroxy-2-trifluoromethyl-phenyl)-propionic acid methyl ester was reacted with 4-chloromethyl-5-methyl-2-phenyl-oxazole in the presence of cesium carbonate and potassium iodide to yield (S)-2-ethoxy-3-[4-(5-methyl-2-phenyl-oxazol-4-ylmethoxy)-2-trifluoromethyl-phenyl]-propionic acid methyl ester as colorless liquid. RXN SMILES: [CH3:1][O:2][C:3](=[O:20])[C@@H:4]([O:17][CH2:18][CH3:19])[CH2:5][C:6]1[CH:11]=[CH:10][C:9]([OH:12])=[CH:8][C:7]=1[C:13]([F:16])([F:15])[F:14].Cl[CH2:22][C:23]1[N:24]=[C:25]([C:29]2[CH:34]=[CH:33][CH:32]=[CH:31][CH:30]=2)[O:26][C:27]=1[CH3:28].C(=O)([O-])[O-].[Cs+].[Cs+].[I-].[K+]>>[CH3:1][O:2][C:3](=[O:20])[C@@H:4]([O:17][CH2:18][CH3:19])[CH2:5][C:6]1[CH:11]=[CH:10][C:9]([O:12][CH2:22][C:23]2[N:24]=[C:25]([C:29]3[CH:34]=[CH:33][CH:32]=[CH:31][CH:30]=3)[O:26][C:27]=2[CH3:28])=[CH:8][C:7]=1[C:13]([F:16])([F:14])[F:15] |f:2.3.4,5.6|.